From a dataset of the Open Reaction Database (ORD), a public repository of structured organic reaction records. describe an organic reaction: reactants, conditions, products, and yield The reactants are C(C)(=O)NC(COC(C)=O)(COC(C)=O)CCCCC1=CC=C(C=C1)CCCC (2-Acetamido-1,3-diacetoxy-2-[4-(4-butylphenyl)butyl]propane), [OH-].[Na+] (sodium hydroxide). The solvent is CO (methanol). Product: NC(CO)(CO)CCCCC1=CC=C(C=C1)CCCC (2-amino-2-[4-(4-butylphenyl)butyl]-1,3-propanediol). Isolated yield 54.6%. RXN SMILES: C([NH:4][C:5]([CH2:16][CH2:17][CH2:18][CH2:19][C:20]1[CH:25]=[CH:24][C:23]([CH2:26][CH2:27][CH2:28][CH3:29])=[CH:22][CH:21]=1)([CH2:11][O:12]C(=O)C)[CH2:6][O:7]C(=O)C)(=O)C.[OH-].[Na+]>CO>[NH2:4][C:5]([CH2:16][CH2:17][CH2:18][CH2:19][C:20]1[CH:25]=[CH:24][C:23]([CH2:26][CH2:27][CH2:28][CH3:29])=[CH:22][CH:21]=1)([CH2:11][OH:12])[CH2:6][OH:7] |f:1.2|. Procedure details: 2-Acetamido-1,3-diacetoxy-2-[4-(4-butylphenyl)butyl]propane (66.2 mg) was dissolved in 2 ml of methanol and 2 ml of a 1 N aqueous sodium hydroxide solution was added thereto. The mixture was refluxed under heating for 4 hours. The solvent was distilled away and the residue was purified by silica gel thin layer chromatography (methanol:chloroform=1:4) to give 24.9 mg of 2-amino-2-[4-(4-butylphenyl)butyl]-1,3-propanediol as white crystals.